describe an organic reaction: reactants, conditions, products, and yield From a dataset of the Open Reaction Database (ORD), a public repository of structured organic reaction records. Starting materials: C(C)(=O)O[C@H]1[C@@H](O[C@@H]([C@H]([C@@H]1OC(C)=O)OC(C)=O)COC(C)=O)OC1=CC=C(C=C1)C=1N=C(SC1)C1=CC(=C(C=C1)OCC)OCC (4-[4-(2,3,4,6-tetra-O-acetyl-β-D-glucopyranosyloxy)phenyl]-2-(3,4-diethoxyphenyl)thiazole), C[O-].[Na+] (sodium methylate). Solvent: CO.ClCCl (methanol dichloromethane). Run at time 2 hour. Product: [C@@H]1([C@H](O)[C@@H](O)[C@H](O)[C@H](O1)CO)OC1=CC=C(C=C1)C=1N=C(SC1)C1=CC(=C(C=C1)OCC)OCC (4-[4-(β-D-glucopyranosyloxy)-phenyl]-2-(3,4-diethoxyphenyl)thiazole). Isolated yield 63.1%. RXN SMILES: C([O:4][C@@H:5]1[C@@H:10]([O:11]C(=O)C)[C@H:9]([O:15]C(=O)C)[C@@H:8]([CH2:19][O:20]C(=O)C)[O:7][C@H:6]1[O:24][C:25]1[CH:30]=[CH:29][C:28]([C:31]2[N:32]=[C:33]([C:36]3[CH:41]=[CH:40][C:39]([O:42][CH2:43][CH3:44])=[C:38]([O:45][CH2:46][CH3:47])[CH:37]=3)[S:34][CH:35]=2)=[CH:27][CH:26]=1)(=O)C.C[O-].[Na+]>CO.ClCCl>[C@@H:6]1([O:24][C:25]2[CH:26]=[CH:27][C:28]([C:31]3[N:32]=[C:33]([C:36]4[CH:41]=[CH:40][C:39]([O:42][CH2:43][CH3:44])=[C:38]([O:45][CH2:46][CH3:47])[CH:37]=4)[S:34][CH:35]=3)=[CH:29][CH:30]=2)[O:7][C@H:8]([CH2:19][OH:20])[C@@H:9]([OH:15])[C@H:10]([OH:11])[C@H:5]1[OH:4] |f:1.2,3.4|. Procedure details: In 6 ml of a methanol-dichloromethane (2:1) mixed solvent was suspended 0.15 g of 4-[4-(2,3,4,6-tetra-O-acetyl-β-D-glucopyranosyloxy)phenyl]-2-(3,4-diethoxyphenyl)thiazole. Thereto was added a catalytic amount of sodium methylate. The mixture was stirred at room temperature for 2 hours. The solvent was removed by distillation. The residue was recrystallized from methanol to obtain 71 mg of 4-[4-(β-D-glucopyranosyloxy)-phenyl]-2-(3,4-diethoxyphenyl)thiazole.